Dataset: the Open Reaction Database (ORD), a public repository of structured organic reaction records. Task: describe an organic reaction: reactants, conditions, products, and yield The reactants are O (Water), [H-].[Na+] (NaH), CI (CH3I), ClC1=NC(=CC(=C1)C(=O)NC(=S)NC1=CC2=C(OC(O2)(F)F)C=C1)C (1-(2-Chloro-6-methyl-pyridine-4-carbonyl)-3-(2,2-difluoro-benzo[1,3]dioxol-5-yl)thiourea). Run in C1CCOC1 (THF). Run at temperature 0 celsius, time 1 hour. The product is ClC=1C=C(C(=O)NC(SC)NC2=CC3=C(OC(O3)(F)F)C=C2)C=C(N1)C (2-Chloro-N-[(2,2-difluoro-benzo[1,3]dioxol-5-ylamino)-methylsulfanyl-methyl]-6-methyl-isonicotinamide). RXN SMILES: [H-].[Na+].[Cl:3][C:4]1[CH:9]=[C:8]([C:10]([NH:12][C:13]([NH:15][C:16]2[CH:26]=[CH:25][C:19]3[O:20][C:21]([F:24])([F:23])[O:22][C:18]=3[CH:17]=2)=[S:14])=[O:11])[CH:7]=[C:6]([CH3:27])[N:5]=1.[CH3:28]I.O>C1COCC1>[Cl:3][C:4]1[CH:9]=[C:8]([CH:7]=[C:6]([CH3:27])[N:5]=1)[C:10]([NH:12][CH:13]([NH:15][C:16]1[CH:26]=[CH:25][C:19]2[O:20][C:21]([F:24])([F:23])[O:22][C:18]=2[CH:17]=1)[S:14][CH3:28])=[O:11] |f:0.1|. Procedure: NaH, 60% (2.2 g; 0.0550 mol) was stirred in THF (170 ml) on an ice bath under N2. Intermediate D1 (19.3 g; 0.500 mol) was then added and stirred for 1 hour at 0° C. CH3I (7.8 g; 0.0550 mol) was then added and the reaction mixture was allowed to warm to room temperature overnight. Water was added and the THF was evaporated in vacuo. The precipitate was filtered off, washed with water and dried. Yield: 22.86 g of intermediate D2. The reactants are ClCCl, C=CC1OC(C)(C)OC1C(O)CC#N, C=COCC, [H][H], [Na], Cc1ccc(S(=O)(=O)[O-])cc1, c1cc[nH+]cc1. Product: C=CC1OC(C)(C)OC1C(CC#N)OC(C)OCC. Reaction SMILES: [CH2:40]([Cl:41])[Cl:42].[CH3:1][C:2]1([CH3:14])[O:3][CH:4]([CH:5]([CH2:6][C:7]#[N:8])[OH:9])[CH:10]([CH:11]=[CH2:12])[O:13]1.[CH:32](=[CH2:33])[O:34][CH2:35][CH3:36].[H:38][H:39].[Na:37].[c:15]1([CH3:16])[cH:17][cH:18][c:19]([S:20]([O-:21])(=[O:22])=[O:23])[cH:24][cH:25]1.[nH+:26]1[cH:27][cH:28][cH:29][cH:30][cH:31]1>>[CH3:1][C:2]1([CH3:14])[O:3][CH:4]([CH:5]([CH2:6][C:7]#[N:8])[O:9][CH:32]([CH3:33])[O:34][CH2:35][CH3:36])[CH:10]([CH:11]=[CH2:12])[O:13]1. The reactants are O1CC(=CCC1)/C=C/C(=O)OCC (ethyl (2E)-3-(5,6-dihydro-2H-pyran-3-yl)-2-propenoate), [H][H] (hydrogen). Reagents/catalysts: [Pd] (palladium on carbon). Solvent: C(C)(=O)OCC (ethyl acetate). Product: O1CC(CCC1)CCC(=O)OCC (Ethyl 3-(tetrahydro-2H-pyran-3-yl)propanoate). Isolated yield 174.1%. RXN SMILES: [O:1]1[CH2:6][CH2:5][CH:4]=[C:3](/[CH:7]=[CH:8]/[C:9]([O:11][CH2:12][CH3:13])=[O:10])[CH2:2]1.[H][H]>[Pd].C(OCC)(=O)C>[O:1]1[CH2:6][CH2:5][CH2:4][CH:3]([CH2:7][CH2:8][C:9]([O:11][CH2:12][CH3:13])=[O:10])[CH2:2]1. Reported procedure: The above was repeated in the exact same fashion with a second batch. Hence a solution of ethyl (2E)-3-(5,6-dihydro-2H-pyran-3-yl)-2-propenoate (2.59 g) and palladium on carbon (147 mg, 10% wet) in ethyl acetate (65 ml) was hydrogenated at atmospheric pressure and room temperature. The hydrogen uptake (˜715 ml) was complete after 15 minutes. The catalyst was filtered through celite and the filtrate concentrated in vacuo. to afford a pale yellow oil which was combined with that of the first batch...